Dataset: the Open Reaction Database (ORD), a public repository of structured organic reaction records. Task: describe an organic reaction: reactants, conditions, products, and yield The reactants are C(C)(C)(C)OC(=O)NC(C(=O)OCC)CCC1=C(C=CC=C1)N (ethyl 2-t-butyloxycarbonylamino-4-(2-aminophenyl)butyrate), C(C=O)(=O)OCC (ethyl glyoxylate). The reagents and catalysts are [Pd] (palladium on charcoal). Run in C(C)O (ethanol). Conditions: time 72 hour. The product is C(C)(C)(C)OC(=O)NC(C(=O)OCC)CCC1=C(C=CC=C1)NCC(=O)OCC (ethyl 2-t-butyloxycarbonylamino-4-[o-(ethoxycarbonylmethylamino)phenyl]butyrate). As a reaction SMILES: [C:1]([O:5][C:6]([NH:8][CH:9]([CH2:15][CH2:16][C:17]1[CH:22]=[CH:21][CH:20]=[CH:19][C:18]=1[NH2:23])[C:10]([O:12][CH2:13][CH3:14])=[O:11])=[O:7])([CH3:4])([CH3:3])[CH3:2].[C:24]([O:28][CH2:29][CH3:30])(=[O:27])[CH:25]=O>C(O)C.[Pd]>[C:1]([O:5][C:6]([NH:8][CH:9]([CH2:15][CH2:16][C:17]1[CH:22]=[CH:21][CH:20]=[CH:19][C:18]=1[NH:23][CH2:25][C:24]([O:28][CH2:29][CH3:30])=[O:27])[C:10]([O:12][CH2:13][CH3:14])=[O:11])=[O:7])([CH3:2])([CH3:3])[CH3:4]. Procedure: A solution of ethyl 2-t-butyloxycarbonylamino-4-(2-aminophenyl)butyrate (10.0 g) and ethyl glyoxylate (4.2 g) in ethanol (120 ml) is hydrogenated at 80° and 3 atmospheres pressure for 72 hours using 10% palladium on charcoal (3 g) as catalyst. The reaction mixture is cooled to room temperature and the catalyst filtered off. The solvent is removed under reduced pressure and the residue distributed between ethyl acetate (150 ml) and water (75 ml). The organic phase is dried over sodium sulfate and... Reactants: BrC=1C=C2C(N(C=NC2=CC1)CCOC1=NC=CC=N1)=O (6-bromo-3-(2-(pyrimidin-2-yloxy)ethyl)quinazolin-4(3H)-one), 178-C, FC(OC1=CC=C(C=C1)B(O)O)(F)F (4-(trifluoromethoxy)phenyl boronic acid), C([O-])([O-])=O.[K+].[K+] (potassium carbonate). The reagents and catalysts are C1=CC=C(C=C1)P([C-]2C=CC=C2)C3=CC=CC=C3.C1=CC=C(C=C1)P([C-]2C=CC=C2)C3=CC=CC=C3.Cl[Pd]Cl.[Fe+2] (Pd(dppf)Cl2). Reaction conditions: temperature 90 celsius, time 1 hour. Yields the product N1=C(N=CC=C1)OCCN1C=NC2=CC=C(C=C2C1=O)C1=CC=C(C=C1)OC(F)(F)F (3-(2-(pyrimidin-2-yloxy)ethyl)-6-(4-(trifluoromethoxy)phenyl)quinazolin-4(3H)-one). Isolated yield 75.6%. RXN SMILES: Br[C:2]1[CH:3]=[C:4]2[C:9](=[CH:10][CH:11]=1)[N:8]=[CH:7][N:6]([CH2:12][CH2:13][O:14][C:15]1[N:20]=[CH:19][CH:18]=[CH:17][N:16]=1)[C:5]2=[O:21].[F:22][C:23]([F:35])([F:34])[O:24][C:25]1[CH:30]=[CH:29][C:28](B(O)O)=[CH:27][CH:26]=1.C(=O)([O-])[O-].[K+].[K+]>C1C=CC(P(C2C=CC=CC=2)[C-]2C=CC=C2)=CC=1.C1C=CC(P(C2C=CC=CC=2)[C-]2C=CC=C2)=CC=1.Cl[Pd]Cl.[Fe+2]>[N:16]1[CH:17]=[CH:18][CH:19]=[N:20][C:15]=1[O:14][CH2:13][CH2:12][N:6]1[C:5](=[O:21])[C:4]2[C:9](=[CH:10][CH:11]=[C:2]([C:28]3[CH:27]=[CH:26][C:25]([O:24][C:23]([F:22])([F:34])[F:35])=[CH:30][CH:29]=3)[CH:3]=2)[N:8]=[CH:7]1 |f:2.3.4,5.6.7.8|. Reported procedure: A mixture of 60 mg 6-bromo-3-(2-(pyrimidin-2-yloxy)ethyl)quinazolin-4(3H)-one Compound 178-C (0.25 mmol), 53 mg 4-(trifluoromethoxy)phenyl boronic acid (0.38 mmol), 18 mg potassium carbonate (0.15 mmol), and 3 mg Pd(dppf)Cl2 in 5 mL of degassed 9:1 DMF:water solution was heated at 90° C. After 1 h, the reaction mixture was filtered through celite and the filtrate concentrated and purified by reverse-phase (ACN/H2O with 0.1% TFA) followed by neutralization on resin column to produce 56 mg of 3-(2... The reactants are C(=O)(C(F)(F)F)O (TFA), C(#N)C=1C(=C2C(=NC1)N(N=C2)CC2=CC=C(C=C2)OC)N2CCN(CC2)C(=O)OC(C)(C)C (tert-butyl 4-(5-cyano-1-(4-methoxybenzyl)-1H-pyrazolo[3,4-b]pyridin-4-yl)piperazine-1-carboxylate), C(Cl)Cl (DCM), C(=O)(C(F)(F)F)O (TFA). Conditions: time 1 hour. Yields the product Cl.Cl.N1(CCNCC1)C1=C2C(=NC=C1C#N)NN=C2 (4-(piperazin-1-yl)-1H-pyrazolo[3,4-b]pyridine-5-carbonitrile dihydrochloride). Isolated yield 70.0%. Reaction SMILES: C(O)(C(F)(F)F)=O.[C:8]([C:10]1[C:11]([N:28]2[CH2:33][CH2:32][N:31](C(OC(C)(C)C)=O)[CH2:30][CH2:29]2)=[C:12]2[CH:18]=[N:17][N:16](CC3C=CC(OC)=CC=3)[C:13]2=[N:14][CH:15]=1)#[N:9].C(Cl)[Cl:42]>>[ClH:42].[ClH:42].[N:28]1([C:11]2[C:10]([C:8]#[N:9])=[CH:15][N:14]=[C:13]3[NH:16][N:17]=[CH:18][C:12]=23)[CH2:33][CH2:32][NH:31][CH2:30][CH2:29]1 |f:3.4.5|. Procedure details: TFA (1 mL) was added to tert-butyl 4-(5-cyano-1-(4-methoxybenzyl)-1H-pyrazolo[3,4-b]pyridin-4-yl)piperazine-1-carboxylate (0.158 g, 0.352 mmol) in DCM (5 mL) and stirred at room temperature for 1 hour. The reaction was then concentrated to dryness and dried under vacuum for 3 hours. TFA (1.1 mL, 14.7 mmol) was added, and the mixture was heated at 65° C. for 2 hours. The reaction was concentrated to dryness. The resulting residue was dissolved in DCM (3 mL), and HCl in ether (2 mL, 2M) and ether ... Starting materials: C(C)OC(=O)C1(N(C(C(C1)C1=C(C=CC=C1)[N+](=O)[O-])O)C=O)C(=O)OCC (1-Formyl-5-hydroxy-4-[2-nitrophenyl]-pyrrolidine-2,2-dicarboxylic acid diethylester), CO (methanol), [H][H] (hydrogen). The reagents and catalysts are [Ni] (Raney nickel). Solvent: C(C)(=O)O (acetic acid). Product: C(C)OC(C(CC1=CNC2=CC=CC=C12)(C(=O)OCC)NC=O)=O (2-Formamido-3-(3-indolyl)-2-carbethoxypropionic acid ethyl ester). Yield: 97.9%. Reaction SMILES: [CH2:1]([O:3][C:4]([C:6]1([C:23]([O:25][CH2:26][CH3:27])=[O:24])[CH2:10][CH:9]([C:11]2[CH:16]=[CH:15][CH:14]=[CH:13][C:12]=2[N+:17]([O-])=O)[CH:8](O)[N:7]1[CH:21]=[O:22])=[O:5])[CH3:2].CO.[H][H]>[Ni].C(O)(=O)C>[CH2:1]([O:3][C:4](=[O:5])[C:6]([NH:7][CH:21]=[O:22])([C:23]([O:25][CH2:26][CH3:27])=[O:24])[CH2:10][C:9]1[C:11]2[C:12](=[CH:13][CH:14]=[CH:15][CH:16]=2)[NH:17][CH:8]=1)[CH3:2]. Procedure details: 50.0 g (0.13 mol) of the compound of Example 4 in 500 ml. of methanol and 1 ml of acetic acid was hydrogenated in a rocking autoclave at room temperature and 200 psi in the presence of 6 g. of Raney nickel. After the hydrogen uptake (3 equivalents) was complete the filtered reaction mixture was concentrated in vacuo to a volume of 140 ml. Toluene (600 ml.) was added and the remaining methanol was removed by azeotropic distillation. The mixture was heated at reflux for an additional 30 minutes an... Reactants: O=C([O-])O, C=CCBr, CCOCC, CCO, CC(C)O, [Na+], COc1cc2c(cc1O)C(Cc1ccc(OC)c(OC)c1)NCC2. Product: C=CCN1CCc2cc(OC)c(O)cc2C1Cc1ccc(OC)c(OC)c1. RXN SMILES: [C:32](=[O:33])([OH:34])[O-:35].[CH2:28]([CH:29]=[CH2:30])[Br:31].[CH2:37]([O:38][CH2:39][CH3:40])[CH3:41].[CH3:25][CH2:26][OH:27].[CH:42]([OH:43])([CH3:44])[CH3:45].[Na+:36].[OH:1][c:2]1[c:3]([O:23][CH3:24])[cH:4][c:5]2[c:10]([cH:11]1)[CH:9]([CH2:12][c:13]1[cH:14][c:15]([O:21][CH3:22])[c:16]([O:19][CH3:20])[cH:17][cH:18]1)[NH:8][CH2:7][CH2:6]2>>[OH:1][c:2]1[c:3]([O:23][CH3:24])[cH:4][c:5]2[c:10]([cH:11]1)[CH:9]([CH2:12][c:13]1[cH:14][c:15]([O:21][CH3:22])[c:16]([O:19][CH3:20])[cH:17][cH:18]1)[N:8]([CH2:30][CH:29]=[CH2:28])[CH2:7][CH2:6]2. Starting materials: ClC1=CC(=C(C=C1)C1=NC=NC2=CC(=CC=C12)S(=O)(=O)NC1=NC=NS1)OC (4-(4-chloro-2-methoxyphenyl)-N-(1,2,4-thiadiazol-5-yl)quinazoline-7-sulfonamide), FC=1C=C(C=CC1)B(O)O ((3-fluorophenyl)boronic acid), C1(CCCCC1)P(C1=C(C=CC=C1)C1=C(C=CC=C1OC)OC)C1CCCCC1 (dicyclohexyl(2′,6′-dimethoxy-[1,1′-biphenyl]-2-yl)phosphine), chloro(2-dicyclohexylphosphino-2′,6′-dimethoxy-1,1′-biphenyl)[2-(2-aminoethylphenyl)]palladium(ii) dichloromethane, P(=O)([O-])([O-])[O-].[K+].[K+].[K+] (potassium phosphate). Yields the product FC=1C=C(C=CC1)C1=CC(=C(C=C1)C1=NC=NC2=CC(=CC=C12)S(=O)(=O)NC1=NC=NS1)OC (4-(3′-fluoro-3-methoxy-[1,1′-biphenyl]-4-yl)-N-(1,2,4-thiadiazol-5-yl)quinazoline-7-sulfonamide). As a reaction SMILES: Cl[C:2]1[CH:7]=[CH:6][C:5]([C:8]2[C:17]3[C:12](=[CH:13][C:14]([S:18]([NH:21][C:22]4[S:26][N:25]=[CH:24][N:23]=4)(=[O:20])=[O:19])=[CH:15][CH:16]=3)[N:11]=[CH:10][N:9]=2)=[C:4]([O:27][CH3:28])[CH:3]=1.[F:29][C:30]1[CH:31]=[C:32](B(O)O)[CH:33]=[CH:34][CH:35]=1.C1(P(C2CCCCC2)C2C=CC=CC=2C2C(OC)=CC=CC=2OC)CCCCC1.P([O-])([O-])([O-])=O.[K+].[K+].[K+]>>[F:29][C:30]1[CH:35]=[C:34]([C:2]2[CH:7]=[CH:6][C:5]([C:8]3[C:17]4[C:12](=[CH:13][C:14]([S:18]([NH:21][C:22]5[S:26][N:25]=[CH:24][N:23]=5)(=[O:20])=[O:19])=[CH:15][CH:16]=4)[N:11]=[CH:10][N:9]=3)=[C:4]([O:27][CH3:28])[CH:3]=2)[CH:33]=[CH:32][CH:31]=1 |f:3.4.5.6|. Procedure details: A vial was charged with 4-(4-chloro-2-methoxyphenyl)-N-(1,2,4-thiadiazol-5-yl)quinazoline-7-sulfonamide (Example 524; 0.050 g, 0.115 mmol), (3-fluorophenyl)boronic acid (0.032 g, 0.230 mmol), dicyclohexyl(2′,6′-dimethoxy-[1,1′-biphenyl]-2-yl)phosphine (2.365 mg, 5.76 μmol), chloro(2-dicyclohexylphosphino-2′,6′-dimethoxy-1,1′-biphenyl)[2-(2-aminoethylphenyl)]palladium(ii) dichloromethane (4.36 mg, 5.76 μmol), and potassium phosphate (0.073 g, 0.346 mmol). The vial was flushed with Ar (g), then 1,...